Dataset: the Open Reaction Database (ORD), a public repository of structured organic reaction records. Task: describe an organic reaction: reactants, conditions, products, and yield Reactants: OB(O)c1cccc(C(F)(F)F)c1 (effective_coupling_partner), COc2ccc(Oc1nc(OC)nc(OC)n1)cc2 (substrate). Reagents/catalysts: dppf. Reaction conditions: temperature 110 celsius, time 24 hour. The product is COc2ccc(c1cccc(C(F)(F)F)c1)cc2. Starting materials: COC(=O)C1=C(N=CS1)N1N=C(NC1=O)C(C1=C(C(=CC(=C1)OC)OCCO)F)NC1=CC(=C(C=C1)C#N)CNC(=O)OC(C)(C)C (4-(3-{[3-(t-butoxycarbonylaminomethyl)-4-cyanophenylamino]-[2-fluoro-5-methoxy-3-(2-hydroxyethoxy)phenyl]methyl}-5-oxo-4,5-dihydro-[1,2,4]triazol-1-yl)thiazole-5-carboxylic acid methyl ester), CO (methanol), [OH-].[Na+] (sodium hydroxide). Run in C(C)(=O)O (acetic acid). Run at time 8 hour. The product is FC1=C(C=C(C=C1OCCO)OC)C(C1=NN(C(N1)=O)C=1N=CSC1C(=O)O)NC=1C=C2CNC(C2=CC1)=N (4-(3-{[2-Fluoro-3-(2-hydroxyethoxy)-5-methoxyphenyl]-(1-imino-2,3-dihydro-1H-isoindol-5-ylamino)methyl}-5-oxo-4,5-dihydro-[1,2,4]triazol-1-yl)thiazole-5-carboxylic Acid). Isolated yield 38.9%. As a reaction SMILES: C[O:2][C:3]([C:5]1[S:9][CH:8]=[N:7][C:6]=1[N:10]1[C:14](=[O:15])[NH:13][C:12]([CH:16]([NH:30][C:31]2[CH:36]=[CH:35][C:34]([C:37]#[N:38])=[C:33]([CH2:39][NH:40]C(OC(C)(C)C)=O)[CH:32]=2)[C:17]2[CH:22]=[C:21]([O:23][CH3:24])[CH:20]=[C:19]([O:25][CH2:26][CH2:27][OH:28])[C:18]=2[F:29])=[N:11]1)=[O:4].CO.[OH-].[Na+]>C(O)(=O)C>[F:29][C:18]1[C:19]([O:25][CH2:26][CH2:27][OH:28])=[CH:20][C:21]([O:23][CH3:24])=[CH:22][C:17]=1[CH:16]([NH:30][C:31]1[CH:32]=[C:33]2[C:34](=[CH:35][CH:36]=1)[C:37](=[NH:38])[NH:40][CH2:39]2)[C:12]1[NH:13][C:14](=[O:15])[N:10]([C:6]2[N:7]=[CH:8][S:9][C:5]=2[C:3]([OH:2])=[O:4])[N:11]=1 |f:2.3|. Reported procedure: To a mixture of 4-(3-{[3-(t-butoxycarbonylaminomethyl)-4-cyanophenylamino]-[2-fluoro-5-methoxy-3-(2-hydroxyethoxy)phenyl]methyl}-5-oxo-4,5-dihydro-[1,2,4]triazol-1-yl)thiazole-5-carboxylic acid methyl ester (31 mg) and methanol (2.0 mL) there was added a 5N sodium hydroxide aqueous solution (28 μL), and the mixture was stirred overnight at room temperature. After neutralizing the mixture with acetic acid, the solvent in the mixture was distilled off under reduced pressure. Dichloromethane (2.0 m... Reactants: [Ba+2], COCCOC, O=C(O)C(F)(F)F, C=CCCCc1ccc(OC)cc1CNCC(O)C(Cc1cc(F)cc(F)c1)NC(=O)OCc1ccccc1, [OH-], [OH-], O, O. Product: C=CCCCc1ccc(OC)cc1CNCC(O)C(N)Cc1cc(F)cc(F)c1. As a reaction SMILES: [Ba+2:49].[CH3:51][O:52][CH2:53][CH2:54][O:55][CH3:56].[F:1][C:2]([F:3])([F:4])[C:5]([OH:6])=[O:7].[F:8][c:9]1[cH:10][c:11]([CH2:16][CH:17]([CH:18]([CH2:19][NH:20][CH2:21][c:22]2[c:23]([CH2:30][CH2:31][CH2:32][CH:33]=[CH2:34])[cH:24][cH:25][c:26]([O:28][CH3:29])[cH:27]2)[OH:35])[NH:36][C:37](=[O:38])[O:39][CH2:40][c:41]2[cH:42][cH:43][cH:44][cH:45][cH:46]2)[cH:12][c:13]([F:15])[cH:14]1.[OH-:48].[OH-:50].[OH2:47].[OH2:57]>>[F:8][c:9]1[cH:10][c:11]([CH2:16][CH:17]([CH:18]([CH2:19][NH:20][CH2:21][c:22]2[c:23]([CH2:30][CH2:31][CH2:32][CH:33]=[CH2:34])[cH:24][cH:25][c:26]([O:28][CH3:29])[cH:27]2)[OH:35])[NH2:36])[cH:12][c:13]([F:15])[cH:14]1. The reactants are ClC=1C=CC(=C(C(=O)N)C1)[N+](=O)[O-] (5-chloro-2-nitrobenzamide). Reagents/catalysts: [Fe] (iron). Solvent: C(C)(=O)O (acetic acid). Reaction conditions: temperature 90 celsius. The product is ClC=1C=CC(=C(C(=O)N)C1)N (5-chloro-2-aminobenzamide). RXN SMILES: [Cl:1][C:2]1[CH:3]=[CH:4][C:5]([N+:11]([O-])=O)=[C:6]([CH:10]=1)[C:7]([NH2:9])=[O:8]>[Fe].C(O)(=O)C>[Cl:1][C:2]1[CH:3]=[CH:4][C:5]([NH2:11])=[C:6]([CH:10]=1)[C:7]([NH2:9])=[O:8]. Procedure details: To 5-chloro-2-nitrobenzamide (2.0 g) (prepared according to the procedure described in Example 1, Part A) was added 50 mL of glacial acetic acid. This solution was heated to 90° C. and iron powder (2.8 g) was added in small portions over 15 minutes. When addition was complete the reaction mixture was stirred at 90°-100° C. After 2 hours the reaction was cooled to room temperature and was evaporated to dryness. The resulting residue was partitioned between ethyl acetate and aqueous sodium carbona... Reactants: C(C)OC(=O)C1(CC1)C1=CC=C(C=C1)C1=CC=C(C=C1)C1=C(C(=NO1)C)CBr (1-[4′-(4-bromomethyl-3-methyl-isoxazol-5-yl)-biphenyl-4-yl]-cyclopropanecarboxylic acid ethyl ester), C1(=CC=CC=C1)C(CO)C (2-phenyl-propan-1-ol). The product is CC1=NOC(=C1COCC(C)C1=CC=CC=C1)C1=CC=C(C=C1)C1=CC=C(C=C1)C1(CC1)C(=O)O (1-{4′-[3-Methyl-4-(2-phenyl-propoxymethyl)-isoxazol-5-yl]-biphenyl-4-yl}-cyclopropanecarboxylic acid). Reaction SMILES: C([O:3][C:4]([C:6]1([C:9]2[CH:14]=[CH:13][C:12]([C:15]3[CH:20]=[CH:19][C:18]([C:21]4[O:25][N:24]=[C:23]([CH3:26])[C:22]=4[CH2:27]Br)=[CH:17][CH:16]=3)=[CH:11][CH:10]=2)[CH2:8][CH2:7]1)=[O:5])C.[C:29]1([CH:35]([CH3:38])[CH2:36][OH:37])[CH:34]=[CH:33][CH:32]=[CH:31][CH:30]=1>>[CH3:26][C:23]1[C:22]([CH2:27][O:37][CH2:36][CH:35]([C:29]2[CH:34]=[CH:33][CH:32]=[CH:31][CH:30]=2)[CH3:38])=[C:21]([C:18]2[CH:19]=[CH:20][C:15]([C:12]3[CH:13]=[CH:14][C:9]([C:6]4([C:4]([OH:3])=[O:5])[CH2:7][CH2:8]4)=[CH:10][CH:11]=3)=[CH:16][CH:17]=2)[O:25][N:24]=1. Procedure: Prepared according to the procedure described in Example 17, Step 2, using 1-[4′-(4-bromomethyl-3-methyl-isoxazol-5-yl)-biphenyl-4-yl]-cyclopropanecarboxylic acid ethyl ester and 2-phenyl-propan-1-ol. Starting materials: C(=O)([O-])[O-].[K+].[K+] (K2CO3), C1(=CC=CC=C1)O (Phenol), BrCCCCCCCCCCCC (1-Bromododecane). Run in CN(C)C=O (DMF). Reaction conditions: temperature 25 celsius, time 15 hour. The product is C(CCCCCCCCCCC)OC1=CC=CC=C1 (Dodecyloxybenzene). RXN SMILES: [C:1]1([OH:7])[CH:6]=[CH:5][CH:4]=[CH:3][CH:2]=1.C([O-])([O-])=O.[K+].[K+].Br[CH2:15][CH2:16][CH2:17][CH2:18][CH2:19][CH2:20][CH2:21][CH2:22][CH2:23][CH2:24][CH2:25][CH3:26]>CN(C=O)C>[CH2:26]([O:7][C:1]1[CH:6]=[CH:5][CH:4]=[CH:3][CH:2]=1)[CH2:25][CH2:24][CH2:23][CH2:22][CH2:21][CH2:20][CH2:19][CH2:18][CH2:17][CH2:16][CH3:15] |f:1.2.3|. Procedure details: Phenol (47 g; 0.5 mol) is dissolved in DMF (300 ml), and K2CO3 (82.93 g; 0.6 mol) is added. 1-Bromododecane (124.6 g; 0.5 mol) is then added dropwise to the solution at 70° C. After a further 15 hours at 80° C., cooling to 25° C. is carried out, followed by dilution with water (500 ml) and extraction with tert-butyl methyl ether (2×250 ml). The combined organic extracts are washed with water (2×250 ml) and dried over Na2SO4. After filtration, concentration to dryness by evaporation is carried ou... Reactants: C(C1=CC=CC=C1)OC1=C2CCCC(C2=CC=C1)C(=O)O (5-benzyloxy-1,2,3,4-tetrahydronaphthalene-1-carboxylic acid), C(C1=CC=CC=C1)N1N=CC(=C1)CNC1=CC=C(C=C1)C(C)C ([(1-benzylpyrazol-4-yl)methyl](4-isopropylphenyl)amine). The product is C(C1=CC=CC=C1)OC1=C2CCCC(C2=CC=C1)C(=O)N(C1=CC=C(C=C1)C(C)C)CC=1C=NN(C1)CC1=CC=CC=C1 (5-benzyloxy-N-[(1-benzylpyrazol-4-yl)methyl]-N-(4-isopropylphenyl)-1,2,3,4-tetrahydronaphthalene-1-carboxamide). The yield is 59.3%. Reaction SMILES: [CH2:1]([O:8][C:9]1[CH:18]=[CH:17][CH:16]=[C:15]2[C:10]=1[CH2:11][CH2:12][CH2:13][CH:14]2[C:19](O)=[O:20])[C:2]1[CH:7]=[CH:6][CH:5]=[CH:4][CH:3]=1.[CH2:22]([N:29]1[CH:33]=[C:32]([CH2:34][NH:35][C:36]2[CH:41]=[CH:40][C:39]([CH:42]([CH3:44])[CH3:43])=[CH:38][CH:37]=2)[CH:31]=[N:30]1)[C:23]1[CH:28]=[CH:27][CH:26]=[CH:25][CH:24]=1>>[CH2:1]([O:8][C:9]1[CH:18]=[CH:17][CH:16]=[C:15]2[C:10]=1[CH2:11][CH2:12][CH2:13][CH:14]2[C:19]([N:35]([CH2:34][C:32]1[CH:31]=[N:30][N:29]([CH2:22][C:23]2[CH:24]=[CH:25][CH:26]=[CH:27][CH:28]=2)[CH:33]=1)[C:36]1[CH:41]=[CH:40][C:39]([CH:42]([CH3:44])[CH3:43])=[CH:38][CH:37]=1)=[O:20])[C:2]1[CH:3]=[CH:4][CH:5]=[CH:6][CH:7]=1. Procedure: By the reaction and treatment in the same manner as in Example 12 using 5-benzyloxy-1,2,3,4-tetrahydronaphthalene-1-carboxylic acid (0.56 g) and [(1-benzylpyrazol-4-yl)methyl](4-isopropylphenyl)amine (0.61 g) as starting materials, 5-benzyloxy-N-[(1-benzylpyrazol-4-yl)methyl]-N-(4-isopropylphenyl)-1,2,3,4-tetrahydronaphthalene-1-carboxamide (0.67 g) was obtained.